Dataset: the Open Reaction Database (ORD), a public repository of structured organic reaction records. Task: describe an organic reaction: reactants, conditions, products, and yield The reactants are OC=1C=C(SC1)C(=O)OC (methyl 4-hydroxy-2-thiophenecarboxylate), ICCCCCCCC1=CC(=NO1)C (5-(7-Iodoheptyl)-3-methyl-isoxazole), C([O-])([O-])=O.[K+].[K+] (potassium carbonate). Solvent: CC(=O)C (acetone). Conditions: time 8 hour. The product is CC1=NOC(=C1)CCCCCCCOC=1C=C(SC1)C(=O)OC (Methyl 4-(7-(3-methyl-5-isoxazolyl)-heptyloxy)-2-thiophenecarboxylate). Reaction SMILES: [OH:1][C:2]1[CH:3]=[C:4]([C:7]([O:9][CH3:10])=[O:8])[S:5][CH:6]=1.I[CH2:12][CH2:13][CH2:14][CH2:15][CH2:16][CH2:17][CH2:18][C:19]1[O:23][N:22]=[C:21]([CH3:24])[CH:20]=1.C(=O)([O-])[O-].[K+].[K+]>CC(C)=O>[CH3:24][C:21]1[CH:20]=[C:19]([CH2:18][CH2:17][CH2:16][CH2:15][CH2:14][CH2:13][CH2:12][O:1][C:2]2[CH:3]=[C:4]([C:7]([O:9][CH3:10])=[O:8])[S:5][CH:6]=2)[O:23][N:22]=1 |f:2.3.4|. Procedure details: 6.42 g (40.60 mmol) of methyl 4-hydroxy-2-thiophenecarboxylate (XIa) and 11.88 g (38.67 mmol) of 5-(7-iodoheptyl)-3-methyl-isoxazole (IX) are heated under reflux with 5.34 g (40.60 mmol) of potassium carbonate (K2CO3) in 130 ml of anhydrous acetone for 8 hours. After the mixture has been left to stand overnight, it is concentrated, the residue is partitioned between 2N NaOH and ether and the aqueous phase is extracted several times with a total of 150 ml of ether. The organic phase is dried over... Starting materials: CC=1N(C=CN1)C1=C(C=C(C#N)C=C1)C(F)(F)F (4-(2-methyl-1H-imidazol-1-yl)-3-(trifluoromethyl)-benzonitrile), Cl (hydrochloric acid), C(C)(=O)O (acetic acid). Conditions: temperature 95 celsius, time 16 hour. Yields the product CC=1N(C=CN1)C1=C(C=C(C(=O)O)C=C1)C(F)(F)F (4-(2-Methyl-1H-imidazol-1-yl)-3-(trifluoromethyl)-benzoic acid). As a reaction SMILES: [CH3:1][C:2]1[N:3]([C:7]2[CH:14]=[CH:13]C(C#N)=[CH:9][C:8]=2[C:15]([F:18])([F:17])[F:16])[CH:4]=[CH:5][N:6]=1.Cl.[C:20]([OH:23])(=[O:22])[CH3:21]>>[CH3:1][C:2]1[N:3]([C:7]2[CH:14]=[CH:13][C:21]([C:20]([OH:23])=[O:22])=[CH:9][C:8]=2[C:15]([F:18])([F:16])[F:17])[CH:4]=[CH:5][N:6]=1. Procedure details: A mixture of 4-(2-methyl-1H-imidazol-1-yl)-3-(trifluoromethyl)-benzonitrile (1.01 g, 4 mmol), 6 mL of acetic acid and 3 mL of 12M hydrochloric acid (37%) is shaken for 16 hours at 95° C. After cooling, the reaction mixture is evaporated to dryness under reduced pressure. The resulting residue is evaporated twice with toluene, dissolved in water and the pH is adjusted to ˜5-6 by dropwise addition of 1M sodium hydroxide solution. The aqueous phase is extracted twice with n-butanol and the organic ... The reactants are FC1=C(N)C=C(C=C1)C1=COC=C1 (2-fluoro-5-(furan-3-yl)aniline), ClC1=CC(=C(C=C1)NC(COCC(=O)O)=O)C(=O)OC ((2-([4-chloro-2-(methoxycarbonyl)phenyl]amino)-2-oxoethoxy)acetic acid). Product: ClC=1C=CC(=C(C(=O)O)C1)NC(COCC(=O)NC1=C(C=CC(=C1)C1=COC=C1)F)=O (5-chloro-2-([(2-([2-fluoro-5-(furan-3-yl)phenyl]amino)-2-oxoethoxy)acetyl]amino)benzoic acid). RXN SMILES: [F:1][C:2]1[CH:8]=[CH:7][C:6]([C:9]2[CH:13]=[CH:12][O:11][CH:10]=2)=[CH:5][C:3]=1[NH2:4].[Cl:14][C:15]1[CH:20]=[CH:19][C:18]([NH:21][C:22](=[O:29])[CH2:23][O:24][CH2:25][C:26](O)=[O:27])=[C:17]([C:30]([O:32]C)=[O:31])[CH:16]=1>>[Cl:14][C:15]1[CH:20]=[CH:19][C:18]([NH:21][C:22](=[O:29])[CH2:23][O:24][CH2:25][C:26]([NH:4][C:3]2[CH:5]=[C:6]([C:9]3[CH:13]=[CH:12][O:11][CH:10]=3)[CH:7]=[CH:8][C:2]=2[F:1])=[O:27])=[C:17]([CH:16]=1)[C:30]([OH:32])=[O:31]. Procedure details: Using the same method as in Example 15-(i), 2-fluoro-5-(furan-3-yl)aniline was reacted with the (2-([4-chloro-2-(methoxycarbonyl)phenyl]amino)-2-oxoethoxy)acetic acid obtained in Example 1-(i) to give 5-chloro-2-([(2-([2-fluoro-5-(furan-3-yl)phenyl]amino)-2-oxoethoxy)acetyl]amino)benzoic acid.methyl ester (yield: 87%). The reactants are BrC1(CCCN2C1=NC1=CC=CC=C1C2=O)Br (6,6-Dibromo-6,7,8,9-tetrahydro-11-oxo-11H-pyrido[2,1-b]quinazoline), C1(=CC=CC=C1)NN (phenyl hydrazine), C(C)(=O)[O-].[Na+] (sodium acetate). Solvent: C(C)O (ethanol). Yields the product C1(=CC=CC=C1)NN=C1CCCN2C1=NC1=CC=CC=C1C2=O (6-phenylhydrazono-6,7,8,9-tetrahydro-11-oxo-11H-pyrido[2,1-b]quinazoline). Yield: 81.0%. As a reaction SMILES: Br[C:2]1(Br)[C:7]2=[N:8][C:9]3[C:14]([C:15](=[O:16])[N:6]2[CH2:5][CH2:4][CH2:3]1)=[CH:13][CH:12]=[CH:11][CH:10]=3.[C:18]1([NH:24][NH2:25])[CH:23]=[CH:22][CH:21]=[CH:20][CH:19]=1.C([O-])(=O)C.[Na+]>C(O)C>[C:18]1([NH:24][N:25]=[C:2]2[C:7]3=[N:8][C:9]4[C:14]([C:15](=[O:16])[N:6]3[CH2:5][CH2:4][CH2:3]2)=[CH:13][CH:12]=[CH:11][CH:10]=4)[CH:23]=[CH:22][CH:21]=[CH:20][CH:19]=1 |f:2.3|. Reported procedure: 10.8 g. (0.03 mole) 6,6-Dibromo-6,7,8,9-tetrahydro-11-oxo-11H-pyrido[2,1-b]quinazoline and 13.0 g. (0.12 mole] of phenyl hydrazine are heated in 120 ml ethanol for 4 hours. The precipitated crystals are filtered after cooling. When evaporating the mother liquor further crystals are precipitating, which are filtered and washed with some alcohol. The combined filtered product is suspended in 150 ml. of water containing 8.4 g. (0.06 mole) of sodium acetate whereafter it is filtered and washed with ... Reactants: Ester, CC(C)C[AlH]CC(C)C (DIBAL), Keto Acid, keto ester, C(C)(C)[N-]C(C)C.[Li+] (lithium diisopropylamide), C(C)(C)[N-]C(C)C.[Li+] (LDA), keto acid, alcohol, Dienes, Alcohol, 1-ethyl-(3-dimethylaminopropyl)-3-carbodiimide hydrochloride. Reagents/catalysts: CN(C1=CC=NC=C1)C (4-(dimethylamino)pyridine). Solvent: C1CCOC1 (THF), C1CCOC1 (THF), C(Cl)Cl (methylene chloride). Conditions: temperature 0 celsius, time 2 hour. Yields the product [Li]CCCC (n-BuLi), C(C)(C)NC(C)C (diisopropylamine). RXN SMILES: CC(C[AlH]C[CH:7]([CH3:9])[CH3:8])C.[CH:10]([N-:13][CH:14]([CH3:16])[CH3:15])([CH3:12])[CH3:11].[Li+:17]>CN(C)C1C=CN=CC=1.C(Cl)Cl.C1COCC1>[Li:17][CH2:10][CH2:9][CH2:7][CH3:8].[CH:10]([NH:13][CH:14]([CH3:16])[CH3:15])([CH3:12])[CH3:11] |f:1.2|. Reported procedure: Synthesis of Dienes 23 and 24 as illustrated in FIG. 4. EDC Coupling of Alcohol 18a with Keto Acid 21. A solution of keto acid 21 (2.43 g, 14.3 mmol, 1.2 equiv), 4-(dimethylamino)pyridine (4-DMAP, 0.145 g, 1.2 mmol, 0.1 equiv) and alcohol 18a (4.048 g, 11.9 mmol, 1.0 equiv) in methylene chloride (40 mL, 0.3 M) was cooled to 0° C. and then treated with 1-ethyl-(3-dimethylaminopropyl)-3-carbodiimide hydrochloride (EDC, 2.74 g, 14.3 mmol, 1.2 equiv). The reaction mixture was stirred at 0° C. for 2 ... The reactants are C(C)(C)(C)OC(=O)N1[C@@H](C[C@@H](C1)CN)C(=O)N1CSCC1 ((2S, 4R)-4-Aminomethyl-2-(thiazolidine-3-carbonyl)-pyrrolidine-1-carboxylic acid tert-butyl ester), C(C)(C)N(C(C)C)CC (N,N-diisopropylethylamine), ClS(=O)(=O)C1=CC=C(C(=O)O)C=C1 (4-chlorosulfonyl-benzoic acid). Solvent: C1CCOC1 (THF). Run at time 8 hour. Product: S1CN(CC1)C(=O)[C@@H]1C[C@@H](CN1)CNS(=O)(=O)C1=CC=C(C(=O)O)C=C1 ((3S, 5S)-4-{[5-(Thiazolidine-3-carbonyl)-pyrrolidin-3-ylmethyl]-sulfamoyl}-benzoic acid). Reaction SMILES: C(OC([N:8]1[CH2:12][C@@H:11]([CH2:13][NH2:14])[CH2:10][C@H:9]1[C:15]([N:17]1[CH2:21][CH2:20][S:19][CH2:18]1)=[O:16])=O)(C)(C)C.C(N(CC)C(C)C)(C)C.Cl[S:32]([C:35]1[CH:43]=[CH:42][C:38]([C:39]([OH:41])=[O:40])=[CH:37][CH:36]=1)(=[O:34])=[O:33]>C1COCC1>[S:19]1[CH2:20][CH2:21][N:17]([C:15]([C@H:9]2[NH:8][CH2:12][C@@H:11]([CH2:13][NH:14][S:32]([C:35]3[CH:36]=[CH:37][C:38]([C:39]([OH:41])=[O:40])=[CH:42][CH:43]=3)(=[O:34])=[O:33])[CH2:10]2)=[O:16])[CH2:18]1. Reported procedure: To a solution of Example 17D (32 mg, 0.1 mmol) in anhydrous THF (5 mL) was added N,N-diisopropylethylamine (0.035 mL, 0.2 mmol) followed by 4-chlorosulfonyl-benzoic acid (20.92 mg, 0.12 mmol). The mixture was stirred for 8 hours at room temperature and concentrated under reduced pressure. The residue was taken up in anhydrous dichloromethane (3 mL) and trifluoroacetic acid (0.075 mL) in dichloromethane (0.075 mL) was added and the mixture was allowed to stir for 5 hours at room temperature. The ... The reactants are NC1=NC(=C(C(=N1)N)C1=C(C=C(C(=C1)N)Cl)Cl)C (2,4-diamino-5-(5-amino-2,4-dichlorophenyl)-6-methylpyrimidine), Cl (hydrochloric acid), N(=O)[O-].[Na+] (sodium nitrite), cuprous chloride, Cl (hydrochloric acid). Solvent: O (water). Run at time 2 hour. Product: NC1=NC(=C(C(=N1)N)C1=C(C=C(C(=C1)Cl)Cl)Cl)C (2,4-Diamino-5-(2,4,5-trichlorophenyl)-6-methylpyrimidine). As a reaction SMILES: [NH2:1][C:2]1[N:7]=[C:6]([NH2:8])[C:5]([C:9]2[CH:14]=[C:13](N)[C:12]([Cl:16])=[CH:11][C:10]=2[Cl:17])=[C:4]([CH3:18])[N:3]=1.N([O-])=O.[Na+].[ClH:23]>O>[NH2:1][C:2]1[N:7]=[C:6]([NH2:8])[C:5]([C:9]2[CH:14]=[C:13]([Cl:23])[C:12]([Cl:16])=[CH:11][C:10]=2[Cl:17])=[C:4]([CH3:18])[N:3]=1 |f:1.2|. Procedure: 2,4-diamino-5-(5-amino-2,4-dichlorophenyl)-6-methylpyrimidine (1.95 g, 7 mmol) was dissolved in a mixture of concentrated hydrochloric acid (3.6 ml) and water (6 ml). The temperature was lowered to 10° C. A chilled aqueous solution (3.6 ml) of sodium nitrite (0.50 g, 7 mmol) was added dropwise, keeping the temperature at 10° C. This mixture was stirred at room temperature for 2 hours, then chilled before adding it dropwise to a cold solution of cuprous chloride (1.7 g, 17 mmol) in concentrated h... Starting materials: C(C1=CC=CC=C1)N1C2CN(CC1CC2)C2=CC=C(C=C2)F (8-Benzyl-3-(4-fluoro-phenyl)-3,8-diaza-bicyclo[3.2.1]octane), Cl.CO (hydrochloric acid methanol). Run at time 2 hour. Product: Cl.FC1=CC=C(C=C1)N1CC2CCC(C1)N2 (3-(4-Fluoro-phenyl)-3,8-diaza-bicyclo[3.2.1]octane, hydrochoride salt). Yield: 100.0%. RXN SMILES: C([N:8]1[CH:13]2[CH2:14][CH2:15][CH:9]1[CH2:10][N:11]([C:16]1[CH:21]=[CH:20][C:19]([F:22])=[CH:18][CH:17]=1)[CH2:12]2)C1C=CC=CC=1.[ClH:23].CO>>[ClH:23].[F:22][C:19]1[CH:20]=[CH:21][C:16]([N:11]2[CH2:10][CH:9]3[NH:8][CH:13]([CH2:14][CH2:15]3)[CH2:12]2)=[CH:17][CH:18]=1 |f:1.2,3.4|. Reported procedure: 8-Benzyl-3-(4-fluoro-phenyl)-3,8-diaza-bicyclo[3.2.1]octane (2.7 g, 9.11 mmol) was dissolved in 1N hydrochloric acid/methanol (150 mL) and under nitrogen 10% palladium on carbon (1.4 g) was added. The reaction was hydrogenated at 1 atmosphere for 2 hours. The reaction was filtered through Celite and concentrated to yield 3-(4-Fluoro-phenyl)-3,8-diaza-bicyclo[3.2.1]octane, hydrochoride salt (2.2 g, 100%) as a white solid which had the following properties: Mp. 129-131° C.; 1H NMR CDCl3 δ: 9.69 (b... The reactants are C(C1=CC=CC=C1)OC1=NC=CC(=C1)C (2-(benzyloxy)-4-methylpyridine), ice water, FC(C(=O)O)(F)F (trifluoroacetic acid), O (water), C1(=C(C(=CC(=C1)C)C)S(=O)(=O)O/N=C(\C)/OCC)C (ethyl (1E)-N-[(mesitylsulphonyl)oxy]ethanimidoate). Solvent: ClCCl (dichloromethane), C(C)OCC (diethyl ether). Reaction conditions: temperature -5 celsius, time 1.5 hour. The product is CC1=C(C(=CC(=C1)C)C)S(=O)(=O)[O-].N[N+]1=C(C=C(C=C1)C)OCC1=CC=CC=C1 (1-Amino-2-(benzyloxy)-4-methylpyridinium 2,4,6-trimethylbenzenesulphonate). The yield is 47.6%. As a reaction SMILES: FC(F)(F)C(O)=O.O.[C:9]1([CH3:27])[CH:14]=[C:13]([CH3:15])[CH:12]=[C:11]([CH3:16])[C:10]=1[S:17]([O:20]/[N:21]=C(/OCC)\C)(=[O:19])=[O:18].[CH2:28]([O:35][C:36]1[CH:41]=[C:40]([CH3:42])[CH:39]=[CH:38][N:37]=1)[C:29]1[CH:34]=[CH:33][CH:32]=[CH:31][CH:30]=1>ClCCl.C(OCC)C>[CH3:16][C:11]1[CH:12]=[C:13]([CH3:15])[CH:14]=[C:9]([CH3:27])[C:10]=1[S:17]([O-:20])(=[O:19])=[O:18].[NH2:21][N+:37]1[CH:38]=[CH:39][C:40]([CH3:42])=[CH:41][C:36]=1[O:35][CH2:28][C:29]1[CH:30]=[CH:31][CH:32]=[CH:33][CH:34]=1 |f:6.7|. Reported procedure: A mixture of 18.0 ml of trifluoroacetic acid (233 mmol, 10 eq.) and 2.66 ml of water was cooled to −5° C. At this temperature, 9.99 g (35.0 mmol, 1.5 eq.) of ethyl (1E)-N-[(mesitylsulphonyl)oxy]ethanimidoate [CAS No: 38202-27-6] were added in portions. After 1.5 h, 150 ml of ice-water were added, and the mixture was stirred briefly and extracted with 100 ml of dichloromethane. The organic phase was dried with magnesium sulphate and filtered, and the resulting solution of O-(2-mesitylenesulphonyl... Starting materials: [N+](=[N-])=CC(CCCCCCCCC)=O (1-diazo-2-undecanone), ClC1=CC=C(C=C1)S(=O)(=O)O (p-chlorobenzenesulfonic acid). The solvent is CCOCC (ether). Yields the product O=C(COS(=O)(=O)C1=CC=C(C=C1)Cl)CCCCCCCCC (2-oxoundecyl-p-chlorobenzene sulfonate). Isolated yield 75.3%. RXN SMILES: [N+](=[CH:3][C:4](=[O:14])[CH2:5][CH2:6][CH2:7][CH2:8][CH2:9][CH2:10][CH2:11][CH2:12][CH3:13])=[N-].[Cl:15][C:16]1[CH:21]=[CH:20][C:19]([S:22]([OH:25])(=[O:24])=[O:23])=[CH:18][CH:17]=1>CCOCC>[O:14]=[C:4]([CH2:5][CH2:6][CH2:7][CH2:8][CH2:9][CH2:10][CH2:11][CH2:12][CH3:13])[CH2:3][O:25][S:22]([C:19]1[CH:18]=[CH:17][C:16]([Cl:15])=[CH:21][CH:20]=1)(=[O:24])=[O:23]. Procedure: A 1.2 g quantity of 1-diazo-2-undecanone is dissolved in 50 ml of ether, and 1.6 g of p-chlorobenzenesulfonic acid is slowly added to the solution at room temperature. The mixture is stirred until no nitrogen is evolved. The reaction mixture is washed with water, and the ethereal layer is dried over anhydrous sodium sulfate and distilled in a vacuum to remove the solvent. The residue is recrystallized from ether/petroleum ether to give 1.62 g of 2-oxoundecyl-p-chlorobenzene sulfonate (Compound 6...